Dataset: the Open Reaction Database (ORD), a public repository of structured organic reaction records. Task: describe an organic reaction: reactants, conditions, products, and yield RXN SMILES: [CH3:39][C:40]#[N:41].[CH:1]([CH3:2])([CH3:3])[S:4](=[O:5])(=[O:6])[Cl:7].[NH2:8][c:9]1[cH:10][c:11]([Cl:32])[c:12]([N:15]2[CH2:16][CH2:17][CH:18]([N:21]3[C:22](=[O:31])[O:23][CH2:24][c:25]4[c:26]3[cH:27][cH:28][cH:29][cH:30]4)[CH2:19][CH2:20]2)[cH:13][cH:14]1.[cH:33]1[cH:34][cH:35][n:36][cH:37][cH:38]1>>[CH:1]([CH3:2])([CH3:3])[S:4](=[O:5])(=[O:6])[NH:8][c:9]1[cH:10][c:11]([Cl:32])[c:12]([N:15]2[CH2:16][CH2:17][CH:18]([N:21]3[C:22](=[O:31])[O:23][CH2:24][c:25]4[c:26]3[cH:27][cH:28][cH:29][cH:30]4)[CH2:19][CH2:20]2)[cH:13][cH:14]1. Starting materials: CC#N, CC(C)S(=O)(=O)Cl, Nc1ccc(N2CCC(N3C(=O)OCc4ccccc43)CC2)c(Cl)c1, c1ccncc1. Yields the product CC(C)S(=O)(=O)Nc1ccc(N2CCC(N3C(=O)OCc4ccccc43)CC2)c(Cl)c1. The reactants are FC=1C=C(CN2N=CC3=CC(=CC=C23)NC2=NC=NC=3C=CC=C(C23)O)C=CC1 (4-{[1-(3-fluorobenzyl)-1H-indazol-5-yl]amino}quinazolin-5-ol), C([C@@H](O)C)(=O)OC ((S)-methyl lactate). Product: FC=1C=C(CN2N=CC3=CC(=CC=C23)NC2=NC=NC3=CC=CC(=C23)O[C@@H](C(=O)OC)C)C=CC1 (methyl (2R)-2-[(4-{[1-(3-fluorobenzyl)-1H-indazol-5-yl]amino}quinazolin-5-yl)oxy]propanoate). Isolated yield 69.0%. As a reaction SMILES: [F:1][C:2]1[CH:3]=[C:4]([CH:27]=[CH:28][CH:29]=1)[CH2:5][N:6]1[C:14]2[C:9](=[CH:10][C:11]([NH:15][C:16]3[C:25]4[C:24]([OH:26])=[CH:23][CH:22]=[CH:21][C:20]=4[N:19]=[CH:18][N:17]=3)=[CH:12][CH:13]=2)[CH:8]=[N:7]1.[C:30]([O:35][CH3:36])(=[O:34])[C@H:31]([CH3:33])O>>[F:1][C:2]1[CH:3]=[C:4]([CH:27]=[CH:28][CH:29]=1)[CH2:5][N:6]1[C:14]2[C:9](=[CH:10][C:11]([NH:15][C:16]3[C:25]4[C:20](=[CH:21][CH:22]=[CH:23][C:24]=4[O:26][C@H:31]([CH3:33])[C:30]([O:35][CH3:36])=[O:34])[N:19]=[CH:18][N:17]=3)=[CH:12][CH:13]=2)[CH:8]=[N:7]1. Procedure details: 4-{[1-(3-fluorobenzyl)-1H-indazol-5-yl]amino}quinazolin-5-ol was reacted with (S)-methyl lactate as described in Example 5, starting material to give methyl (2R)-2-[(4-{[1-(3-fluorobenzyl)-1H-indazol-5-yl]amino}quinazolin-5-yl)oxy]propanoate (760 mg, 69%); Mass spectrum 472. The reactants are COC1=CC=C(C=C1)C=1C=CC2=C(C=C(CCS2)C(=O)OC)C1 (methyl 7-(4-methoxyphenyl)-2,3-dihydro-1-benzothiepine-4-carboxylate), [OH-].[Na+] (sodium hydroxide), Cl (hydrochloric acid). The solvent is C(C)O.C1CCOC1 (ethanol THF). Conditions: time 18 hour. Product: COC1=CC=C(C=C1)C=1C=CC2=C(C=C(CCS2)C(=O)O)C1 (7-(4-methoxyphenyl)-2,3-dihydro-1-benzo-thiepine-4-carboxylic acid). The yield is 106.2%. Reaction SMILES: [CH3:1][O:2][C:3]1[CH:8]=[CH:7][C:6]([C:9]2[CH:10]=[CH:11][C:12]3[S:18][CH2:17][CH2:16][C:15]([C:19]([O:21]C)=[O:20])=[CH:14][C:13]=3[CH:23]=2)=[CH:5][CH:4]=1.[OH-].[Na+].Cl>C(O)C.C1COCC1>[CH3:1][O:2][C:3]1[CH:8]=[CH:7][C:6]([C:9]2[CH:10]=[CH:11][C:12]3[S:18][CH2:17][CH2:16][C:15]([C:19]([OH:21])=[O:20])=[CH:14][C:13]=3[CH:23]=2)=[CH:5][CH:4]=1 |f:1.2,4.5|. Reported procedure: To a solution of methyl 7-(4-methoxyphenyl)-2,3-dihydro-1-benzothiepine-4-carboxylate (0.50 g) in ethanol/THF (10/10 ml) was added at room temperature 1N sodium hydroxide solution (2 ml), and the mixture was stirred for 18 hours. To the mixture was added 1N hydrochloric acid (2 ml). Under reduced pressure, the mixture was concentrated. To the mixture was added water, and the precipitates were collected by filtration, which were washed with 2-propanol, diethylether and hexane to give pale yellow ...